Dataset: the Open Reaction Database (ORD), a public repository of structured organic reaction records. Task: describe an organic reaction: reactants, conditions, products, and yield Reactants: FC1=CC=C2C(=N1)C(=CN2)C (5-fluoro-3-methyl-1H-pyrrolo[3,2-b]pyridine), [H-].[Na+] (NaH), CN(C)C=O (DMF), CN(C)C=O (DMF). Conditions: temperature 0 celsius, time 30 minute. Product: FC1=CC=C2C(=N1)C(=CN2N)C (5-fluoro-3-methyl-pyrrolo[3,2-b]pyridin-1-ylamine). Reaction SMILES: [F:1][C:2]1[N:7]=[C:6]2[C:8]([CH3:11])=[CH:9][NH:10][C:5]2=[CH:4][CH:3]=1.[H-].[Na+].C[N:15](C=O)C>>[F:1][C:2]1[N:7]=[C:6]2[C:8]([CH3:11])=[CH:9][N:10]([NH2:15])[C:5]2=[CH:4][CH:3]=1 |f:1.2|. Reported procedure: A solution of 5-fluoro-3-methyl-1H-pyrrolo[3,2-b]pyridine (10.7 mmol) in anhydrous DMF (15 mL) is added drop-wise to a stirred solution of NaH (60%, 160 mmol) in anhydrous DMF (25 mL) under N2 at 0° C. for 20 min and stirred at 0° C. under N2 for 30 minutes. HOSA (53.5 mmol) is added portion-wise for 30 minutes at 0° C., and stirred at 0° C. for 1.5 hours. After quenching with ice-water (400 mL), the mixture is extracted with ether (3×60 mL). The combined organic layer is washed with water (2×30... Yield: 74.4%. Product: OC1=C(C=O)C=CC(=N1)OC (2-Hydroxy-6-methoxy-nicotinaldehyde). RXN SMILES: C[O:2][C:3]1[N:10]=[C:9]([O:11][CH3:12])[CH:8]=[CH:7][C:4]=1[CH:5]=[O:6].B(Cl)(Cl)Cl>C(Cl)Cl>[OH:2][C:3]1[N:10]=[C:9]([O:11][CH3:12])[CH:8]=[CH:7][C:4]=1[CH:5]=[O:6]. Starting materials: B(Cl)(Cl)Cl (BCl3), solution, COC1=C(C=O)C=CC(=N1)OC (2,6-dimethoxy-nicotinaldehyde). Conditions: time 20 hour. Procedure: 8.4 g (0.05 mol) 2,6-dimethoxy-nicotinaldehyde was solved in 75 ml methylene chloride. At 0° C. (0.2 mol) BCl3 as 1 molar solution in methylene chloride 200 ml was added and stirred at room temperature for 20 h. The mixture was poured on ice/water, neutralized and extracted with CH2Cl2. Evaporation of the solvent affords 5.7 g (75%) of the title compound. Run in C(Cl)Cl (methylene chloride), C(Cl)Cl (methylene chloride).